This data is from the Open Reaction Database (ORD), a public repository of structured organic reaction records. The task is: describe an organic reaction: reactants, conditions, products, and yield Starting materials: CC(CN(CC(F)(F)F)c1ccc(C#N)c(C(F)(F)F)c1)C(=O)O, O=C(Cl)C(=O)Cl, ClCCl, [NH4+], CN(C)C=O, [OH-]. Product: CC(C#N)CN(CC(F)(F)F)c1ccc(C#N)c(C(F)(F)F)c1. Reaction SMILES: [C:1](#[N:2])[c:3]1[c:4]([C:21]([F:22])([F:23])[F:24])[cH:5][c:6]([N:9]([CH2:10][CH:11]([C:12]([OH:13])=[O:14])[CH3:15])[CH2:16][C:17]([F:18])([F:19])[F:20])[cH:7][cH:8]1.[Cl:25][C:26]([C:27]([Cl:28])=[O:29])=[O:30].[Cl:38][CH2:39][Cl:40].[NH4+:37].[O:31]=[CH:32][N:33]([CH3:34])[CH3:35].[OH-:36]>>[C:1](#[N:2])[c:3]1[c:4]([C:21]([F:22])([F:23])[F:24])[cH:5][c:6]([N:9]([CH2:10][CH:11]([C:12]#[N:33])[CH3:15])[CH2:16][C:17]([F:18])([F:19])[F:20])[cH:7][cH:8]1. The reactants are COc1ccc(N(C)C(=O)CN(C)C)c(C)c1, CCOC(C)=O, O=C(O)C(F)(F)F, O=N[O-], [Na+], [Na+], O=C([O-])O, O. Yields the product COc1cc(C)c(N(C)C(=O)CN(C)C)cc1[N+](=O)[O-]. RXN SMILES: [CH3:1][N:2]([C:3]([CH2:4][N:5]([CH3:6])[CH3:7])=[O:8])[c:9]1[c:10]([CH3:17])[cH:11][c:12]([O:15][CH3:16])[cH:13][cH:14]1.[CH3:35][CH2:36][O:37][C:38]([CH3:39])=[O:40].[F:28][C:29]([F:30])([F:31])[C:32]([OH:33])=[O:34].[N:18](=[O:19])[O-:20].[Na+:21].[Na+:27].[O-:23][C:24]([OH:25])=[O:26].[OH2:22]>>[CH3:1][N:2]([C:3]([CH2:4][N:5]([CH3:6])[CH3:7])=[O:8])[c:9]1[c:10]([CH3:17])[cH:11][c:12]([O:15][CH3:16])[c:13]([N+:18](=[O:19])[O-:20])[cH:14]1. Starting materials: ClC=1C=C(C=CC1Cl)[C@H]1CN(CCO[C@H]1CO)C(=O)OC(C)(C)C (tert-butyl (6S,7R)-6-(3,4-dichlorophenyl)-7-(hydroxymethyl)-1,4-oxazepane-4-carboxylate), CC(=O)OI1(C=2C=CC=CC2C(=O)O1)(OC(=O)C)OC(=O)C (Dess-Martin reagent), C(O)([O-])=O.[Na+] (sodium hydrogen carbonate), S(=O)([O-])[O-].[Na+].[Na+] (sodium sulfite). Solvent: C(C)#N (acetonitrile). Run at temperature 10 celsius, time 4 hour. Yields the product ClC=1C=C(C=CC1Cl)[C@H]1CN(CCO[C@H]1C=O)C(=O)OC(C)(C)C (tert-butyl (6S,7R)-6-(3,4-dichlorophenyl)-7-formyl-1,4-oxazepane-4-carboxylate). Yield: 43.6%. RXN SMILES: [Cl:1][C:2]1[CH:3]=[C:4]([C@@H:9]2[C@H:15]([CH2:16][OH:17])[O:14][CH2:13][CH2:12][N:11]([C:18]([O:20][C:21]([CH3:24])([CH3:23])[CH3:22])=[O:19])[CH2:10]2)[CH:5]=[CH:6][C:7]=1[Cl:8].CC(OI1(OC(C)=O)(OC(C)=O)OC(=O)C2C=CC=CC1=2)=O.C(=O)([O-])O.[Na+].S([O-])([O-])=O.[Na+].[Na+]>C(#N)C>[Cl:1][C:2]1[CH:3]=[C:4]([C@@H:9]2[C@H:15]([CH:16]=[O:17])[O:14][CH2:13][CH2:12][N:11]([C:18]([O:20][C:21]([CH3:24])([CH3:23])[CH3:22])=[O:19])[CH2:10]2)[CH:5]=[CH:6][C:7]=1[Cl:8] |f:2.3,4.5.6|. Reported procedure: To a solution of tert-butyl (6S,7R)-6-(3,4-dichlorophenyl)-7-(hydroxymethyl)-1,4-oxazepane-4-carboxylate (3.0 g) in acetonitrile (20 mL) was added Dess-Martin reagent (5.1 g), and the mixture was stirred at 10° C. for 4 hr. To the reaction mixture were added saturated aqueous sodium hydrogen carbonate and aqueous sodium sulfite solution, and the mixture was extracted with ethyl acetate. The extract was washed with brine, and dried over anhydrous magnesium sulfate. The solvent was evaporated unde... The reactants are ClC=1N=CC(=C2C1N(C=C2C)C)C(=O)N2CCOCC2 (1-(7-chloro-1,3-dimethyl-1H-pyrrolo[2,3-c]pyridine-4-yl)-1-morpholin-4-yl-methanone), ClC=1C=C(N)C=CC1 (3-chloroaniline). Solvent: C(C)OCC (diethyl ether). Yields the product ClC=1C=C(C=CC1)NC=1N=CC(=C2C1N(C=C2C)C)C(=O)N2CCOCC2 (1-[7-(3-chloro-phenylamino)-1,3-dimethyl-1H-pyrrolo[2,3-c]pyridin-4-yl]-1-morpholin-4-yl-methanone). Reaction SMILES: Cl[C:2]1[N:3]=[CH:4][C:5]([C:13]([N:15]2[CH2:20][CH2:19][O:18][CH2:17][CH2:16]2)=[O:14])=[C:6]2[C:10]([CH3:11])=[CH:9][N:8]([CH3:12])[C:7]=12.[Cl:21][C:22]1[CH:23]=[C:24]([CH:26]=[CH:27][CH:28]=1)[NH2:25]>C(OCC)C>[Cl:21][C:22]1[CH:23]=[C:24]([NH:25][C:2]2[N:3]=[CH:4][C:5]([C:13]([N:15]3[CH2:20][CH2:19][O:18][CH2:17][CH2:16]3)=[O:14])=[C:6]3[C:10]([CH3:11])=[CH:9][N:8]([CH3:12])[C:7]=23)[CH:26]=[CH:27][CH:28]=1. Procedure: Prepared in a similar manner to Example 4(d) from 1-(7-chloro-1,3-dimethyl-1H-pyrrolo[2,3-c]pyridine-4-yl)-1-morpholin-4-yl-methanone (100 mg) and using 3-chloroaniline (72 ul) instead of 3-bromoaniline. Isolated by MDAP rather than trituration with diethyl ether to give 1-[7-(3-chloro-phenylamino)-1,3-dimethyl-1H-pyrrolo[2,3-c]pyridin-4-yl]-1-morpholin-4-yl-methanone (69 mg). The reactants are CCO, CC(C)O[Si](CCl)(c1ccc(F)cc1)c1ccc(F)cc1, F. Yields the product Fc1ccc([Si](F)(CCl)c2ccc(F)cc2)cc1. As a reaction SMILES: [CH3:23][CH2:24][OH:25].[Cl:1][CH2:2][Si:3]([O:4][CH:5]([CH3:6])[CH3:7])([c:8]1[cH:9][cH:10][c:11]([F:14])[cH:12][cH:13]1)[c:15]1[cH:16][cH:17][c:18]([F:21])[cH:19][cH:20]1.[FH:22]>>[Cl:1][CH2:2][Si:3]([c:8]1[cH:9][cH:10][c:11]([F:14])[cH:12][cH:13]1)([c:15]1[cH:16][cH:17][c:18]([F:21])[cH:19][cH:20]1)[F:22].